Task: describe an organic reaction: reactants, conditions, products, and yield. Dataset: the Open Reaction Database (ORD), a public repository of structured organic reaction records The reactants are BrC1=CC2=C(C=3N=C(SC3CCO2)C=2N(N=CN2)CC(F)(F)F)C=C1 (8-Bromo-2-[2-(2,2,2-trifluoro-ethyl)-2H-[1,2,4]triazol-3-yl]-4,5-dihydro-6-oxa-3-thia-1-aza-benzo[e]azulene), BrC1=CC2=C(C=3N=C(SC3CCO2)C(=O)N)C=C1 (8-bromo-4,5-dihydro-6-oxa-3-thia-1-aza-benzo[e]azulene-2-carboxylic acid amide), N1=CC=C(C=C1)CNN (pyridin-4-ylmethyl-hydrazine). Product: BrC1=CC2=C(C=3N=C(SC3CCO2)C=2N(N=CN2)CC2=CC=NC=C2)C=C1 (8-Bromo-2-(2-pyridin-4-ylmethyl-2H-[1,2,4]triazol-3-yl)-4,5-dihydro-6-oxa-3-thia-1-aza-benzo[e]azulene). Reaction SMILES: [Br:1][C:2]1[CH:25]=[CH:24][C:5]2[C:6]3[N:7]=[C:8]([C:14]4[N:15]([CH2:19][C:20](F)(F)F)[N:16]=[CH:17][N:18]=4)[S:9][C:10]=3[CH2:11][CH2:12][O:13][C:4]=2[CH:3]=1.BrC1C=C[C:30]2[C:31]3[N:32]=[C:33]([C:39](N)=O)SC=3CCOC=2C=1.N1C=CC(CNN)=CC=1>>[Br:1][C:2]1[CH:25]=[CH:24][C:5]2[C:6]3[N:7]=[C:8]([C:14]4[N:15]([CH2:19][C:20]5[CH:39]=[CH:33][N:32]=[CH:31][CH:30]=5)[N:16]=[CH:17][N:18]=4)[S:9][C:10]=3[CH2:11][CH2:12][O:13][C:4]=2[CH:3]=1. Procedure: Following the procedure for 8-Bromo-2-[2-(2,2,2-trifluoro-ethyl)-2H-[1,2,4]triazol-3-yl]-4,5-dihydro-6-oxa-3-thia-1-aza-benzo[e]azulene, 8-Bromo-4,5-dihydro-6-oxa-3-thia-1-aza-benzo[e]azulene-2-carboxylic acid amide 25 was reacted with pyridin-4-ylmethyl-hydrazine to give 8-Bromo-2-(2-pyridin-4-ylmethyl-2H-[1,2,4]triazol-3-yl)-4,5-dihydro-6-oxa-3-thia-1-aza-benzo[e]azulene. The reactants are CC(=O)O, Nc1cccc(C(F)(F)F)c1, CC(=O)CC(=O)OC(C)C, c1ccccc1. The product is CC(=CC(=O)OC(C)C)Nc1cccc(C(F)(F)F)c1. Reaction SMILES: [CH3:22][C:23](=[O:24])[OH:25].[F:11][C:12]([c:13]1[cH:14][c:15]([NH2:16])[cH:17][cH:18][cH:19]1)([F:20])[F:21].[O:1]=[C:2]([CH2:3][C:4](=[O:5])[O:6][CH:7]([CH3:8])[CH3:9])[CH3:10].[cH:26]1[cH:27][cH:28][cH:29][cH:30][cH:31]1>>[C:2](=[CH:3][C:4](=[O:5])[O:6][CH:7]([CH3:8])[CH3:9])([CH3:10])[NH:16][c:15]1[cH:14][c:13]([C:12]([F:11])([F:20])[F:21])[cH:19][cH:18][cH:17]1. As a reaction SMILES: C([O:3][C:4]([CH:6]([CH2:17][C:18]1[CH:23]=[CH:22][CH:21]=[CH:20][CH:19]=1)[CH2:7][S:8]([C:11]([CH3:16])([CH3:15])[C:12](Cl)=[O:13])(=[O:10])=[O:9])=[O:5])C.[CH3:24][N:25]1[CH2:30][CH2:29][NH:28][CH2:27][CH2:26]1>>[CH3:15][C:11]([S:8]([CH2:7][C@@H:6]([CH2:17][C:18]1[CH:23]=[CH:22][CH:21]=[CH:20][CH:19]=1)[C:4]([OH:3])=[O:5])(=[O:9])=[O:10])([C:12]([N:28]1[CH2:29][CH2:30][N:25]([CH3:24])[CH2:26][CH2:27]1)=[O:13])[CH3:16]. Reactants: C(C)OC(=O)C(CS(=O)(=O)C(C(=O)Cl)(C)C)CC1=CC=CC=C1 ((RS)-2-[[2-[(ethoxy)carbonyl]-3-phenylpropyl]sulfonyl]-2-methylpropionyl chloride), CN1CCNCC1 (1-methylpiperazine), ( a ), ( c ). Product: CC(C)(C(=O)N1CCN(CC1)C)S(=O)(=O)C[C@H](C(=O)O)CC1=CC=CC=C1 ((S)-α-[[[1-methyl-1-[(4-methyl-1-piperazinyl)carbonyl]ethyl]sulfonyl]methyl]hydrocinnamic acid). Procedure details: In an analogous manner to that described in Example 1, paragraphs (d) and (e), starting from 2-mercaptoisobutyric acid and ethyl 2-benzylacrylate there was obtained (RS)-2-[[2-[(ethoxy)carbonyl]-3-phenylpropyl]sulfonyl]-2-methylpropionyl chloride, reaction of which with 1-methylpiperazine analogously to Example 2, paragraph (a), and subsequent enzymatic hydrolysis analogously to Example 6, paragraph (c), yielded (S)-α-[[[1-methyl-1-[(4-methyl-1-piperazinyl)carbonyl]ethyl]sulfonyl]methyl]hydrocin... The reactants are CCI, CC(=O)Nc1ccc(CCCl)cc1C. Product: CCN(C(C)=O)c1ccc(CCCl)cc1C. As a reaction SMILES: [CH2:15]([CH3:16])[I:17].[Cl:1][CH2:2][CH2:3][c:4]1[cH:5][c:6]([CH3:14])[c:7]([NH:10][C:11]([CH3:12])=[O:13])[cH:8][cH:9]1>>[Cl:1][CH2:2][CH2:3][c:4]1[cH:5][c:6]([CH3:14])[c:7]([N:10]([C:11]([CH3:12])=[O:13])[CH2:15][CH3:16])[cH:8][cH:9]1.